From a dataset of the Open Reaction Database (ORD), a public repository of structured organic reaction records. describe an organic reaction: reactants, conditions, products, and yield The reactants are C(C1=CC=CC=C1)(=N)N (benzamidine), ClC=1C=C(C=CS(=O)(=O)Cl)C=CC1Cl (3,4-dichlorostyrylsulfonyl chloride). Product: ClC=1C=C(C=CS(=O)(=O)NC(C2=CC=CC=C2)=N)C=CC1Cl (N-[(3,4-DICHLOROSTYRYL)SULFONYL]BENZAMIDINE). As a reaction SMILES: [C:1]([NH2:9])(=[NH:8])[C:2]1[CH:7]=[CH:6][CH:5]=[CH:4][CH:3]=1.[Cl:10][C:11]1[CH:12]=[C:13]([CH:20]=[CH:21][C:22]=1[Cl:23])[CH:14]=[CH:15][S:16](Cl)(=[O:18])=[O:17]>>[Cl:10][C:11]1[CH:12]=[C:13]([CH:20]=[CH:21][C:22]=1[Cl:23])[CH:14]=[CH:15][S:16]([NH:8][C:1](=[NH:9])[C:2]1[CH:7]=[CH:6][CH:5]=[CH:4][CH:3]=1)(=[O:18])=[O:17]. Procedure details: Reaction of benzamidine with 3,4-dichlorostyrylsulfonyl chloride according to the above procedure affords N-[(3,4-DICHLOROSTYRYL)SULFONYL]BENZAMIDINE, m.p. 144°-146° C.